This data is from the Open Reaction Database (ORD), a public repository of structured organic reaction records. The task is: describe an organic reaction: reactants, conditions, products, and yield Reactants: [BH4-].[Na+] (sodium borohydride), C(CCC)[Li] (n-butyl lithium), C(C1=CC=CC=C1)OCCC1=C(C=CC(=C1)Br)OCC1=CC=CC=C1 (Benzyl 2-(2-benzyloxyethyl)-4-bromophenyl ether), C(C(=O)OCC)(=O)OCC (diethyl oxalate), C([O-])(O)=O.[Na+] (sodium bicarbonate). The solvent is C(C)O (ethanol), CCCCCC (hexane), C(C)(=O)O (acetic acid), O1CCCC1 (tetrahydrofuran), O1CCCC1 (tetrahydrofuran), O (water). Reaction conditions: temperature -95 celsius. Yields the product C(C1=CC=CC=C1)OC1=C(C=C(C=C1)C(C(=O)OCC)O)CCOCC1=CC=CC=C1 (ethyl 2-[4-benzyloxy-3-(2benzyloxyethyl)phenyl]-2-hydroxyacetate). Isolated yield 78.3%. RXN SMILES: [CH2:1]([O:8][CH2:9][CH2:10][C:11]1[CH:16]=[C:15](Br)[CH:14]=[CH:13][C:12]=1[O:18][CH2:19][C:20]1[CH:25]=[CH:24][CH:23]=[CH:22][CH:21]=1)[C:2]1[CH:7]=[CH:6][CH:5]=[CH:4][CH:3]=1.C([Li])CCC.[C:31](OCC)(=[O:37])[C:32]([O:34][CH2:35][CH3:36])=[O:33].[BH4-].[Na+].C(=O)(O)[O-].[Na+]>O1CCCC1.CCCCCC.O.C(O)(=O)C.C(O)C>[CH2:19]([O:18][C:12]1[CH:13]=[CH:14][C:15]([CH:31]([OH:37])[C:32]([O:34][CH2:35][CH3:36])=[O:33])=[CH:16][C:11]=1[CH2:10][CH2:9][O:8][CH2:1][C:2]1[CH:7]=[CH:6][CH:5]=[CH:4][CH:3]=1)[C:20]1[CH:25]=[CH:24][CH:23]=[CH:22][CH:21]=1 |f:3.4,5.6|. Procedure: Benzyl 2-(2-benzyloxyethyl)-4-bromophenyl ether (24.0 g) was dissolved in 200 ml of tetrahydrofuran, 47.0 ml of 1.57 M n-butyl lithium in hexane was added to the solution with stirring at -95° C., and the mixture was subjected to 15 minutes of reaction. The reaction solution was added to a solution of 10.8 g of diethyl oxalate in 300 ml of tetrahydrofuran with stirring at -95° C., and the resulting solution was subjected to 1 hour of reaction. Then, 200 ml of ethanol and 755 mg of sodium borohyd... The reactants are CC(C)CC(=O)Oc1ccc(C(=O)CNC(C)(C)C)cc1O, CC(C)(C)NCC(=O)c1ccc(O)c(O)c1, CCO, C[O-], CS(=O)(=O)O, CN(C)C=O, Cl, [Na+]. Yields the product CC(C)CC(=O)Oc1ccc(C(=O)CNC(C)(C)C)cc1O, CS(=O)(=O)O. As a reaction SMILES: [C:21]([CH3:22])([CH3:23])([CH3:24])[NH:25][CH2:26][C:27](=[O:28])[c:29]1[cH:30][c:31]([OH:42])[c:32]([O:35][C:36]([CH2:37][CH:38]([CH3:39])[CH3:40])=[O:41])[cH:33][cH:34]1.[C:5]([NH:6][CH2:7][C:8]([c:9]1[cH:10][cH:11][c:12]([OH:13])[c:14]([OH:15])[cH:16]1)=[O:17])([CH3:18])([CH3:19])[CH3:20].[CH2:48]([OH:49])[CH3:50].[CH3:1][O-:2].[CH3:43][S:44]([OH:45])(=[O:46])=[O:47].[CH3:51][N:52]([CH3:53])[CH:54]=[O:55].[ClH:4].[Na+:3]>>[C:21]([CH3:22])([CH3:23])([CH3:24])[NH:25][CH2:26][C:27](=[O:28])[c:29]1[cH:30][c:31]([OH:42])[c:32]([O:35][C:36]([CH2:37][CH:38]([CH3:39])[CH3:40])=[O:41])[cH:33][cH:34]1.[CH3:43][S:44](=[O:45])(=[O:46])[OH:47]. Starting materials: C(=O)(N1C=NC=C1)N1C=NC=C1 (carbonyldiimidazole), OC1=C(C=NC2=C(C=CC=C12)OC)C(=O)O (4-hydroxy-8-methoxy-3-quinolinecarboxylic acid), CN(C=O)C (dimethylformamide), ClC1=CC=C(CN)C=C1 (4-chlorobenzylamine). Run in O (water), O (water). Conditions: temperature 37 celsius, time 20 hour. The product is ClC1=CC=C(C=C1)CNC(=O)C=1C=NC2=C(C=CC=C2C1O)OC (N-[(4-Chlorophenyl)methyl]-4-hydroxy-8-methoxy-3-quinoline-carboxamide), tan solid. As a reaction SMILES: [OH:1][C:2]1[C:11]2[C:6](=[C:7]([O:12][CH3:13])[CH:8]=[CH:9][CH:10]=2)[N:5]=[CH:4][C:3]=1[C:14]([OH:16])=O.CN(C)C=O.C(N1C=CN=C1)(N1C=CN=C1)=O.[Cl:34][C:35]1[CH:42]=[CH:41][C:38]([CH2:39][NH2:40])=[CH:37][CH:36]=1>O>[Cl:34][C:35]1[CH:42]=[CH:41][C:38]([CH2:39][NH:40][C:14]([C:3]2[CH:4]=[N:5][C:6]3[C:11]([C:2]=2[OH:1])=[CH:10][CH:9]=[CH:8][C:7]=3[O:12][CH3:13])=[O:16])=[CH:37][CH:36]=1. Reported procedure: To a mixture of 0.50 g of 4-hydroxy-8-methoxy-3-quinolinecarboxylic acid (J. Amer. Chem. Soc., 68, 1268 (1946)) and 10 mL of dimethylformamide is added 0.41 g of carbonyldiimidazole. The mixture is stirred 20 h at 37° C. and then it is cooled to ° C. The mixture is treated with 0.25 mL of distilled water and stirred for 5 min. To the resulting solution is added 0.31 mL of 4-chlorobenzylamine. After stirring for 18 hours the mixture is warmed to 40° C. and stirred an additional 24 h. The solution... Reaction SMILES: [Br:1][C:2]1[CH:7]=[CH:6][CH:5]=[CH:4][C:3]=1[OH:8].[Mg+2].[Cl-].[Cl-].[C:12](#N)[CH:13]=[CH2:14].[OH-:16].[Na+]>C1COCC1.CCN(CC)CC>[Br:1][C:2]1[CH:7]=[CH:6][CH:5]=[C:4]2[C:3]=1[O:8][CH2:14][C:13](=[O:16])[CH2:12]2 |f:1.2.3,5.6|. The solvent is C1CCOC1 (THF), CCN(CC)CC (NEt3). Starting materials: BrC1=C(C=CC=C1)O (2-bromophenol), C(C=C)#N (acrylonitrile), [OH-].[Na+] (NaOH), BrC1=C(C=CC=C1)O (2-bromophenol), [Mg+2].[Cl-].[Cl-] (MgCl2). Yields the product BrC=1C=CC=C2CC(COC12)=O (8-Bromochroman-3-one), 28A. Procedure: 8-Bromochroman-3-one 28B was prepared from 2-bromophenol in a manner similar to that described in the literature (J. Med. Chem., 1988, 689): Reaction of 2-bromophenol with paraformadehyde (MgCl2, NEt3, THF, 75° C., 4 h), followed by treatment with acrylonitrile (neat, Dabco, 95° C., 18 h), and hydrolysis with 10% NaOH (100° C., 4 h) afforded 28A. Compound 28A was reacted with DPPA (NEt3, toluene, 110° C., 2 h) followed by treatment with 6N HCl (85° C., 2 h) to afford 8-bromochroman-3-one 28B.